Dataset: the Open Reaction Database (ORD), a public repository of structured organic reaction records. Task: describe an organic reaction: reactants, conditions, products, and yield The reactants are BrC=1C=C2C(=C(C(=NC2=CC1)C)C(C(F)(F)F)=O)C1=CC=CC=C1 (1-(6-Bromo-2-methyl-4-phenyl-quinolin-3-yl)-2,2,2-trifluoro-ethanone), CN(C1CNCC1)C (3-(dimethylamino)pyrrolidine). The solvent is C(C)(=O)OCC.CO (ethyl acetate methanol). Run at time 16 hour. Product: CN(C1CN(CC1)C=1C=C2C(=C(C(=NC2=CC1)C)C(C(F)(F)F)=O)C1=CC=CC=C1)C (1-[6-(3-Dimethylamino-pyrrolidin-1-yl)-2-methyl-4-phenyl-quinolin-3-yl]-2,2,2-trifluoro-ethanone). Isolated yield 37.0%. Reaction SMILES: Br[C:2]1[CH:3]=[C:4]2[C:9](=[CH:10][CH:11]=1)[N:8]=[C:7]([CH3:12])[C:6]([C:13](=[O:18])[C:14]([F:17])([F:16])[F:15])=[C:5]2[C:19]1[CH:24]=[CH:23][CH:22]=[CH:21][CH:20]=1.[CH3:25][N:26]([CH3:32])[CH:27]1[CH2:31][CH2:30][NH:29][CH2:28]1>C(OCC)(=O)C.CO>[CH3:25][N:26]([CH3:32])[CH:27]1[CH2:31][CH2:30][N:29]([C:2]2[CH:3]=[C:4]3[C:9](=[CH:10][CH:11]=2)[N:8]=[C:7]([CH3:12])[C:6]([C:13](=[O:18])[C:14]([F:17])([F:16])[F:15])=[C:5]3[C:19]2[CH:24]=[CH:23][CH:22]=[CH:21][CH:20]=2)[CH2:28]1 |f:2.3|. Procedure details: The title compound was prepared from 1-(6-Bromo-2-methyl-4-phenyl-quinolin-3-yl)-2,2,2-trifluoro-ethanone [example 3] and 3-(dimethylamino)pyrrolidine according to the procedure of example 25, except that the reaction time was of 16 h and that ethyl acetate/methanol (9:1) was used. Yield: 37%; MS: m/z=428 (M+H).